From a dataset of the Open Reaction Database (ORD), a public repository of structured organic reaction records. describe an organic reaction: reactants, conditions, products, and yield Starting materials: CC=1C(OC2=CC=CC=C2C1O)=O (3-methyl-4-hydroxy-coumarin), O1CCN(CC1)C(C)Cl (2-morpholino-2-chlorethane), C([O-])([O-])=O.[K+].[K+] (potassium carbonate), [I-].[K+] (potassium iodide), solution, C([O-])(O)=O.[Na+] (sodium bicarbonate). The solvent is C(C(C)C)C(=O)C (methyl isobutyl ketone), C(C(C)C)C(=O)C (methyl isobutyl ketone). Conditions: time 1 hour. Product: CC=1C(OC2=CC=CC=C2C1OCCN1CCOCC1)=O (3-Methyl-4-(2'-morpholinoethoxy)-coumarin). Yield: 67.0%. Reaction SMILES: [CH3:1][C:2]1[C:3](=[O:13])[O:4][C:5]2[C:10]([C:11]=1[OH:12])=[CH:9][CH:8]=[CH:7][CH:6]=2.C(=O)([O-])[O-].[K+].[K+].[I-].[K+].[O:22]1[CH2:27][CH2:26][N:25]([CH:28](Cl)[CH3:29])[CH2:24][CH2:23]1.C(=O)(O)[O-].[Na+]>C(C(C)=O)C(C)C>[CH3:1][C:2]1[C:3](=[O:13])[O:4][C:5]2[C:10]([C:11]=1[O:12][CH2:29][CH2:28][N:25]1[CH2:26][CH2:27][O:22][CH2:23][CH2:24]1)=[CH:9][CH:8]=[CH:7][CH:6]=2 |f:1.2.3,4.5,7.8|. Reported procedure: 8.8 g. (0.05 mol) of 3-methyl-4-hydroxy-coumarin are solubilised in 200 ml. of methyl isobutyl ketone at 80° C., and then, at this temperature, there are added 8.3 g. (0.06 mol) of anhydrous potassium carbonate and 0.5 g. of potassium iodide. The mixture is left for 1 hour at 80° C. while stirring. In 1 hour, there is added a solution of 9.8 g. (0.065 mol) of 2-morpholino-2-chlorethane in 50 ml. of methyl isobutyl ketone. The substance is then refluxed for 8 hours, filtered while hot and evapora... The reactants are C(C1=CC=CC=C1)N1CCC(CC1)N1C(=NC2=C1C=CC(=C2)F)CC (1-(1-Benzyl-piperidin-4-yl)-2-ethyl-5-fluoro-1H-benzimidazole). The reagents and catalysts are [Pd] (Pd/C). The solvent is CO (methanol). The product is C(C)C1=NC2=C(N1C1CCNCC1)C=CC(=C2)F (2-Ethyl-5-fluoro-1-piperidin-4-yl-1H-benzimidazole). As a reaction SMILES: C([N:8]1[CH2:13][CH2:12][CH:11]([N:14]2[C:18]3[CH:19]=[CH:20][C:21]([F:23])=[CH:22][C:17]=3[N:16]=[C:15]2[CH2:24][CH3:25])[CH2:10][CH2:9]1)C1C=CC=CC=1>CO.[Pd]>[CH2:24]([C:15]1[N:14]([CH:11]2[CH2:10][CH2:9][NH:8][CH2:13][CH2:12]2)[C:18]2[CH:19]=[CH:20][C:21]([F:23])=[CH:22][C:17]=2[N:16]=1)[CH3:25]. Procedure details: 1-(1-Benzyl-piperidin-4-yl)-2-ethyl-5-fluoro-1H-benzimidazole (6.4 g) in methanol (100 ml) was hydrogenated with Pd/C (10%, 1.5 g) at room temperature for 8 h. The catalyst was removed and the filtrate was evaporated and dissolved in ethanol. The solution was acidified with conc. HCl(aq) and recrystallised by the addition of acetone. This yielded 5.3 g of the title compound as colourless crystals. Starting materials: C(C)(C)(C)OC(=O)N1CC(CC1)COS(=O)(=O)C(F)(F)F (3-trifluoromethanesulfonyloxymethyl-pyrrolidine-1-carboxylic acid tert-butyl ester), [Li+].[Br-] (LiBr). Solvent: CC(=O)C (acetone). The product is C(C)(C)(C)OC(=O)N1CC(CC1)CBr (3-bromomethyl-pyrrolidine-1-carboxylic acid tert-butyl ester). The yield is 77.9%. RXN SMILES: [C:1]([O:5][C:6]([N:8]1[CH2:12][CH2:11][CH:10]([CH2:13]OS(C(F)(F)F)(=O)=O)[CH2:9]1)=[O:7])([CH3:4])([CH3:3])[CH3:2].[Li+].[Br-:23]>CC(C)=O>[C:1]([O:5][C:6]([N:8]1[CH2:12][CH2:11][CH:10]([CH2:13][Br:23])[CH2:9]1)=[O:7])([CH3:4])([CH3:3])[CH3:2] |f:1.2|. Procedure: A mixture of 3-trifluoromethanesulfonyloxymethyl-pyrrolidine-1-carboxylic acid tert-butyl ester (3.85 g, 13.8 mmol) and LiBr (3.61 g, 42 mmol) in dry acetone (30 mL) was refluxed overnight. The reaction mixture was allowed to cool to room temperature, filtered and concentrated. The residue was dissolved in CH2Cl2 and washed with water, dried and concentrated under reduced pressure to give 6 g of the crude product. Purification by flash chromatography (Heptane/EtOAc: 1/0→68/32) afforded of 3-brom... The reactants are OCC=CCOCc1ccccc1, O=C(OO)c1cccc(Cl)c1, ClCCl. The product is OCC1OC1COCc1ccccc1. As a reaction SMILES: [CH2:1]([c:2]1[cH:3][cH:4][cH:5][cH:6][cH:7]1)[O:8][CH2:9][CH:10]=[CH:11][CH2:12][OH:13].[Cl:14][c:15]1[cH:16][cH:17][cH:18][c:19]([C:20]([O:21][OH:23])=[O:22])[cH:24]1.[Cl:25][CH2:26][Cl:27]>>[CH2:1]([c:2]1[cH:3][cH:4][cH:5][cH:6][cH:7]1)[O:8][CH2:9][CH:10]1[CH:11]([CH2:12][OH:13])[O:22]1.